From a dataset of the Open Reaction Database (ORD), a public repository of structured organic reaction records. describe an organic reaction: reactants, conditions, products, and yield As a reaction SMILES: [C:31](=[O:32])([OH:33])[O-:34].[CH3:6][O:7][C:8](=[O:9])[c:10]1[c:11]([CH3:30])[n:12][c:13]([CH2:15][CH:16]([c:17]2[c:18](-[c:23]3[cH:24][cH:25][cH:26][cH:27][cH:28]3)[n:19][o:20][c:21]2[CH3:22])[OH:29])[s:14]1.[Na+:35].[S:1](=[O:2])(=[O:3])([OH:4])[OH:5]>>[CH3:6][O:7][C:8](=[O:9])[c:10]1[c:11]([CH3:30])[n:12][c:13]([CH:15]=[CH:16][c:17]2[c:18](-[c:23]3[cH:24][cH:25][cH:26][cH:27][cH:28]3)[n:19][o:20][c:21]2[CH3:22])[s:14]1. Product: COC(=O)c1sc(C=Cc2c(-c3ccccc3)noc2C)nc1C. Reactants: O=C([O-])O, COC(=O)c1sc(CC(O)c2c(-c3ccccc3)noc2C)nc1C, [Na+], O=S(=O)(O)O. Starting materials: C(C)(=O)CCNC1=C(C=C(C=C1)C(COC1=CC=C(C(=O)OCC=C)C=C1)=NO)C(C)(C)C (allyl 4-{2-[4-(acetylethylamino)-3-tert-butylphenyl]-2-hydroxyiminoethoxy}benzoate), N1CCOCC1 (morpholine). Reagents/catalysts: C=1C=CC(=CC1)[P](C=2C=CC=CC2)(C=3C=CC=CC3)[Pd]([P](C=4C=CC=CC4)(C=5C=CC=CC5)C=6C=CC=CC6)([P](C=7C=CC=CC7)(C=8C=CC=CC8)C=9C=CC=CC9)[P](C=1C=CC=CC1)(C=1C=CC=CC1)C=1C=CC=CC1 (tetrakis(triphenylphosphine)palladium). The solvent is C1CCOC1 (THF). Run at time 5 minute. Product: C(C)(=O)CCNC1=C(C=C(C=C1)C(COC1=CC=C(C(=O)O)C=C1)=NO)C(C)(C)C (4-{2-[4-(Acetylethylamino)-3-tert-butyl-phenyl]-2-hydroxyiminoethoxy}benzoic acid). Reaction SMILES: [C:1]([CH2:4][CH2:5][NH:6][C:7]1[CH:12]=[CH:11][C:10]([C:13](=[N:28][OH:29])[CH2:14][O:15][C:16]2[CH:27]=[CH:26][C:19]([C:20]([O:22]CC=C)=[O:21])=[CH:18][CH:17]=2)=[CH:9][C:8]=1[C:30]([CH3:33])([CH3:32])[CH3:31])(=[O:3])[CH3:2].N1CCOCC1>C1COCC1.C1C=CC([P]([Pd]([P](C2C=CC=CC=2)(C2C=CC=CC=2)C2C=CC=CC=2)([P](C2C=CC=CC=2)(C2C=CC=CC=2)C2C=CC=CC=2)[P](C2C=CC=CC=2)(C2C=CC=CC=2)C2C=CC=CC=2)(C2C=CC=CC=2)C2C=CC=CC=2)=CC=1>[C:1]([CH2:4][CH2:5][NH:6][C:7]1[CH:12]=[CH:11][C:10]([C:13](=[N:28][OH:29])[CH2:14][O:15][C:16]2[CH:27]=[CH:26][C:19]([C:20]([OH:22])=[O:21])=[CH:18][CH:17]=2)=[CH:9][C:8]=1[C:30]([CH3:33])([CH3:32])[CH3:31])(=[O:3])[CH3:2] |^1:48,50,69,88|. Procedure: 360 mg (0.8 mmol) of allyl 4-{2-[4-(acetylethylamino)-3-tert-butylphenyl]-2-hydroxyiminoethoxy}benzoate are dissolved in 10 ml of THF. 48 mg (0.04 mmol) of tetrakis(triphenylphosphine)palladium are added and the medium is stirred for 5 min. 73 μl (0.8 mmol) of morpholine are then added and the reaction medium is stirred for 15 hours. After treatment with 1N hydrochloric acid solution and extraction with ethyl acetate, the residue is purified by chromatography (eluent: 5/5 heptane/ethyl acetate)....